This data is from the Open Reaction Database (ORD), a public repository of structured organic reaction records. The task is: describe an organic reaction: reactants, conditions, products, and yield The reactants are COC(=O)c1ccc2[nH]ncc2c1, CNC1CCCCC1NC, Cc1ccccc1, I[Cu]I, Cc1ccc(I)cc1, [K+], [K+], [K+], O=P([O-])([O-])[O-]. The product is COC(=O)c1ccc2c(cnn2-c2ccc(C)cc2)c1. As a reaction SMILES: [CH3:1][O:2][C:3](=[O:4])[c:5]1[cH:6][c:7]2[cH:8][n:9][nH:10][c:11]2[cH:12][cH:13]1.[CH3:22][NH:23][CH:24]1[CH2:25][CH2:26][CH2:27][CH2:28][CH:29]1[NH:30][CH3:31].[CH3:40][c:41]1[cH:42][cH:43][cH:44][cH:45][cH:46]1.[Cu:47]([I:48])[I:49].[I:14][c:15]1[cH:16][cH:17][c:18]([CH3:21])[cH:19][cH:20]1.[K+:37].[K+:38].[K+:39].[P:32]([O-:33])([O-:34])([O-:35])=[O:36]>>[CH3:1][O:2][C:3](=[O:4])[c:5]1[cH:6][c:7]2[cH:8][n:9][n:10](-[c:15]3[cH:16][cH:17][c:18]([CH3:21])[cH:19][cH:20]3)[c:11]2[cH:12][cH:13]1. Reactants: CS(C)=O, CC(=O)c1nn(C)c(-c2ccc(C(F)(F)F)cc2)c1O, NNC(=O)c1ccc(C(=O)NCc2ccccn2)s1. Product: CC(=NNC(=O)c1ccc(C(=O)NCc2ccccn2)s1)c1nn(C)c(-c2ccc(C(F)(F)F)cc2)c1O. As a reaction SMILES: [CH3:40][S:41](=[O:42])[CH3:43].[OH:1][c:2]1[c:3]([C:18]([CH3:19])=[O:20])[n:4][n:5]([CH3:17])[c:6]1-[c:7]1[cH:8][cH:9][c:10]([C:13]([F:14])([F:15])[F:16])[cH:11][cH:12]1.[c:21]1([CH2:27][NH:28][C:29](=[O:30])[c:31]2[s:32][c:33]([C:36](=[O:37])[NH:38][NH2:39])[cH:34][cH:35]2)[cH:22][cH:23][cH:24][cH:25][n:26]1>>[OH:1][c:2]1[c:3]([C:18]([CH3:19])=[N:39][NH:38][C:36]([c:33]2[s:32][c:31]([C:29]([NH:28][CH2:27][c:21]3[cH:22][cH:23][cH:24][cH:25][n:26]3)=[O:30])[cH:35][cH:34]2)=[O:37])[n:4][n:5]([CH3:17])[c:6]1-[c:7]1[cH:8][cH:9][c:10]([C:13]([F:14])([F:15])[F:16])[cH:11][cH:12]1. Starting materials: ClC1=C(C=CC(=C1)Cl)C1=C(C=C2C(=C(C(N(C2=N1)C)=O)C)N(C(CC)=O)C(CC)=O)C1=CC=C(C=C1)Cl (N-(7-(2,4-dichlorophenyl)-6-(4-chlorophenyl)-1,2-dihydro-1,3-dimethyl-2-oxo-1,8-naphthyridin-4-yl)-N-propionylpropionamide), CO (methanol), C(=O)([O-])[O-].[Cs+].[Cs+] (Cs2CO3). The solvent is C1CCOC1 (THF), CCOC(=O)C (EtOAc). Conditions: time 8 hour. Yields the product ClC1=CC=C(C=C1)C=1C=C2C(=C(C(N(C2=NC1C1=C(C=C(C=C1)Cl)Cl)C)=O)C)NC(CC)=O (N-[6-(4-chlorophenyl)-7-(2,4-dichlorophenyl)-1,3-dimethyl-2-oxo-1,2-dihydro-1,8-naphthyridin-4-yl]propanamide). RXN SMILES: [Cl:1][C:2]1[CH:7]=[C:6]([Cl:8])[CH:5]=[CH:4][C:3]=1[C:9]1[N:18]=[C:17]2[C:12]([C:13]([N:22](C(=O)CC)[C:23](=[O:26])[CH2:24][CH3:25])=[C:14]([CH3:21])[C:15](=[O:20])[N:16]2[CH3:19])=[CH:11][C:10]=1[C:31]1[CH:36]=[CH:35][C:34]([Cl:37])=[CH:33][CH:32]=1.CO.C([O-])([O-])=O.[Cs+].[Cs+]>C1COCC1.CCOC(C)=O>[Cl:37][C:34]1[CH:35]=[CH:36][C:31]([C:10]2[CH:11]=[C:12]3[C:17](=[N:18][C:9]=2[C:3]2[CH:4]=[CH:5][C:6]([Cl:8])=[CH:7][C:2]=2[Cl:1])[N:16]([CH3:19])[C:15](=[O:20])[C:14]([CH3:21])=[C:13]3[NH:22][C:23](=[O:26])[CH2:24][CH3:25])=[CH:32][CH:33]=1 |f:2.3.4|. Reported procedure: To the product of step A (1.56 g) in THF (12 mL) was added methanol (3 mL) and Cs2CO3. The reaction stirred overnight at room temperature before it was diluted with EtOAc and washed with saturated aqueous NaHCO3 solution. The concentrated residue was purified by flash chromatography on silica gel with an EtOAc/hexane gradient elution affording the title compound. HPLC/MS: 499.8 (M+1), 501.8 (M+3); Rt=3.95 min. Reactants: CC(=O)O[BH-](OC(C)=O)OC(C)=O, CC(=O)O, COc1ccc(C=O)c(OC)c1, ClCCl, O=C1CNC2CCCCC2N1, [Na+], [Na+], O=C([O-])O. The product is COc1ccc(CN2CC(=O)NC3CCCCC32)c(OC)c1. As a reaction SMILES: [C:24]([O:25][BH-:26]([O:27][C:28](=[O:29])[CH3:30])[O:31][C:32](=[O:33])[CH3:34])(=[O:35])[CH3:36].[C:43]([OH:44])(=[O:45])[CH3:46].[CH3:12][O:13][c:14]1[c:15]([CH:16]=[O:17])[cH:18][cH:19][c:20]([O:22][CH3:23])[cH:21]1.[Cl:47][CH2:48][Cl:49].[NH:1]1[C:2](=[O:11])[CH2:3][NH:4][CH:5]2[CH2:6][CH2:7][CH2:8][CH2:9][CH:10]12.[Na+:37].[Na+:42].[O-:38][C:39]([OH:40])=[O:41]>>[NH:1]1[C:2](=[O:11])[CH2:3][N:4]([CH2:16][c:15]2[c:14]([O:13][CH3:12])[cH:21][c:20]([O:22][CH3:23])[cH:19][cH:18]2)[CH:5]2[CH2:6][CH2:7][CH2:8][CH2:9][CH:10]12. Reactants: C1(CC1)COC1=C(N=CC(=N1)C(=O)O)N1CC(C1)(F)F (6-cyclopropylmethoxy-5-(3,3-difluoro-azetidin-1-yl)-pyrazine-2-carboxylic acid), Cl.CC1=NC(=NO1)C1(CCC1)N (1-(5-methyl-1,2,4-oxadiazol-3-yl)-cyclobutanamine hydrochloride). Product: CC1=NC(=NO1)C1(CCC1)NC(=O)C1=NC(=C(N=C1)N1CC(C1)(F)F)OCC1CC1 (6-Cyclopropylmethoxy-5-(3,3-difluoro-azetidin-1-yl)-pyrazine-2-carboxylic acid [1-(5-methyl-[1,2,4]oxadiazol-3-yl)-cyclobutyl]-amide). Reaction SMILES: [CH:1]1([CH2:4][O:5][C:6]2[N:11]=[C:10]([C:12]([OH:14])=O)[CH:9]=[N:8][C:7]=2[N:15]2[CH2:18][C:17]([F:20])([F:19])[CH2:16]2)[CH2:3][CH2:2]1.Cl.[CH3:22][C:23]1[O:27][N:26]=[C:25]([C:28]2([NH2:32])[CH2:31][CH2:30][CH2:29]2)[N:24]=1>>[CH3:22][C:23]1[O:27][N:26]=[C:25]([C:28]2([NH:32][C:12]([C:10]3[CH:9]=[N:8][C:7]([N:15]4[CH2:18][C:17]([F:20])([F:19])[CH2:16]4)=[C:6]([O:5][CH2:4][CH:1]4[CH2:2][CH2:3]4)[N:11]=3)=[O:14])[CH2:31][CH2:30][CH2:29]2)[N:24]=1 |f:1.2|. Reported procedure: The title compound was synthesized in analogy to Example 8e, using 6-cyclopropylmethoxy-5-(3,3-difluoro-azetidin-1-yl)-pyrazine-2-carboxylic acid (Example 8d, 100 mg, 0.35 mmol) and 1-(5-methyl-1,2,4-oxadiazol-3-yl)-cyclobutanamine (CAN 1170897-128-5, 64.42 mg, 0.42 mmol) as starting materials, and isolated (25 mg, 16.95%) as off white solid; LC-MS (UV peak area, ESI) 99.10%, 421.4 (M+H). Reactants: CS(=O)(=O)OCC1CN(CC1)CC1CC1 (1-cyclopropylmethyl-3-pyrrolidinemethanol methanesulfonate), C(C)NC1=CC=C(C=C1)N1C=NC=C1 (N-ethyl-4-(1H-imidazol-1-yl)benzenamine). Product: C1(CC1)CN1CC(CC1)CN(C1=CC=C(C=C1)N1C=NC=C1)CC (1-[(Cyclopropyl)methyl]-N-ethyl-N-[4-(1H-imidazol-1-yl)-phenyl]-3-pyrrolidinemethanamine). RXN SMILES: CS(O[CH2:6][CH:7]1[CH2:11][CH2:10][N:9]([CH2:12][CH:13]2[CH2:15][CH2:14]2)[CH2:8]1)(=O)=O.[CH2:16]([NH:18][C:19]1[CH:24]=[CH:23][C:22]([N:25]2[CH:29]=[CH:28][N:27]=[CH:26]2)=[CH:21][CH:20]=1)[CH3:17]>>[CH:13]1([CH2:12][N:9]2[CH2:10][CH2:11][CH:7]([CH2:6][N:18]([CH2:16][CH3:17])[C:19]3[CH:20]=[CH:21][C:22]([N:25]4[CH:29]=[CH:28][N:27]=[CH:26]4)=[CH:23][CH:24]=3)[CH2:8]2)[CH2:15][CH2:14]1. Procedure details: In a manner similar to Preparation 2, react 1-cyclopropylmethyl-3-pyrrolidinemethanol methanesulfonate with N-ethyl-4-(1H-imidazol-1-yl)benzenamine to obtain the title compound.